From a dataset of the Open Reaction Database (ORD), a public repository of structured organic reaction records. describe an organic reaction: reactants, conditions, products, and yield Reactants: NC=1C=C2C=3CC(CCC3NC2=CC1)N(C)C (6-amino-3-(dimethyl)amino-1,2,3,4-tetrahydro-9H-carbazole), CN=C=S (methyl isothiocyanate), polystyrene. Solvent: ClCCl (dichloromethane). The product is CNC(=S)NC=1C=C2C=3CC(CCC3NC2=CC1)N(C)C (N-methyl-N'-(3-(dimethyl)amino-1,2,3,4-tetrahydro-9H-carbazol-6-yl)thiourea). The yield is 47.7%. RXN SMILES: [NH2:1][C:2]1[CH:3]=[C:4]2[C:12](=[CH:13][CH:14]=1)[NH:11][C:10]1[CH2:9][CH2:8][CH:7]([N:15]([CH3:17])[CH3:16])[CH2:6][C:5]2=1.[CH3:18][N:19]=[C:20]=[S:21]>ClCCl>[CH3:18][NH:19][C:20]([NH:1][C:2]1[CH:3]=[C:4]2[C:12](=[CH:13][CH:14]=1)[NH:11][C:10]1[CH2:9][CH2:8][CH:7]([N:15]([CH3:17])[CH3:16])[CH2:6][C:5]2=1)=[S:21]. Procedure details: To a solution of 10.0 mg (0.0437 mMol) 6-amino-3-(dimethyl)amino-1,2,3,4-tetrahydro-9H-carbazole in 3.0 mL dichloromethane were added 6.2 mg (0.0874 mMol) methyl isothiocyanate. The reaction was mixed for 48 hours and to it were then added 0.15 gm (0.0874 mMol) aminomethylated polystyrene and the reaction mixed for an additional 18 hours. The reaction mixture was then filtered and the volatiles evaporated to give 6.3 mg (48%) of the title compound. Starting materials: CN(S(=O)(=O)C1=C(C=CC=C1)S(=O)(=O)N=C=O)C (2-(dimethylamino)sulfonylbenzenesulfonyl isocyanate), NC1=NC(=CC(=N1)F)OC(F)(F)F (2-amino-4-fluoro-6-trifluoromethoxypyrimidine). The solvent is C(Cl)Cl (methylene chloride). Reaction conditions: time 16 hour. The product is CN(S(=O)(=O)C1=C(C=CC=C1)S(=O)(=O)NC(=O)NC1=NC(=CC(=N1)F)OC(F)(F)F)C (2-[[(4-Fluoro-6-trifluoromethoxypyrimidin-2-yl)aminocarbonyl]aminosulfonyl]benzenesulfonic acid N,N-dimethylamide). The yield is 21.5%. Reaction SMILES: [CH3:1][N:2]([CH3:18])[S:3]([C:6]1[CH:11]=[CH:10][CH:9]=[CH:8][C:7]=1[S:12]([N:15]=[C:16]=[O:17])(=[O:14])=[O:13])(=[O:5])=[O:4].[NH2:19][C:20]1[N:25]=[C:24]([F:26])[CH:23]=[C:22]([O:27][C:28]([F:31])([F:30])[F:29])[N:21]=1>C(Cl)Cl>[CH3:1][N:2]([CH3:18])[S:3]([C:6]1[CH:11]=[CH:10][CH:9]=[CH:8][C:7]=1[S:12]([NH:15][C:16]([NH:19][C:20]1[N:25]=[C:24]([F:26])[CH:23]=[C:22]([O:27][C:28]([F:30])([F:31])[F:29])[N:21]=1)=[O:17])(=[O:13])=[O:14])(=[O:4])=[O:5]. Procedure details: 5.9 g (20 mmol) of 2-(dimethylamino)sulfonylbenzenesulfonyl isocyanate were added to a solution of 4.0 g (20 mmol) of 2-amino-4-fluoro-6-trifluoromethoxypyrimidine in 30 ml of methylene chloride at 25° C. Stirring was carried out for 16 hours at 25° C., and the product which separated out was filtered off under suction, washed with a little ether and dried at 50° C. under reduced pressure from a water pump. 2.1 g of the title compound (22% of theory) of melting point 167°-169° C. were obtained i... The reactants are COc1ccc(C=O)cc1, Cc1ccc(C(C)C)cc1, CCO, O, O=C(O)c1ccccn1. The product is COc1ccc(CC(O)c2ccccn2)cc1. Reaction SMILES: [CH3:10][O:11][c:12]1[cH:13][cH:14][c:15]([CH:16]=[O:17])[cH:18][cH:19]1.[CH3:20][CH:21]([c:22]1[cH:23][cH:24][c:25]([CH3:26])[cH:27][cH:28]1)[CH3:29].[CH3:31][CH2:32][OH:33].[OH2:30].[OH:1][C:2](=[O:3])[c:4]1[cH:5][cH:6][cH:7][cH:8][n:9]1>>[CH:2]([OH:3])([c:4]1[cH:5][cH:6][cH:7][cH:8][n:9]1)[CH2:16][c:15]1[cH:14][cH:13][c:12]([O:11][CH3:10])[cH:19][cH:18]1. The reactants are COc1ccc(CCl)cc1, CC(C)=O, CCOC(C)=O, [K+], [OH-], c1ccc(-c2nc(Nc3ccncc3)c3ccccc3n2)cc1. Yields the product COc1ccc(CN(c2ccncc2)c2nc(-c3ccccc3)nc3ccccc23)cc1. RXN SMILES: [CH3:26][O:27][c:28]1[cH:29][cH:30][c:31]([CH2:32][Cl:33])[cH:34][cH:35]1.[CH3:36][C:37](=[O:38])[CH3:39].[CH3:40][CH2:41][O:42][C:43](=[O:44])[CH3:45].[K+:25].[OH-:24].[n:1]1[cH:2][cH:3][c:4]([NH:7][c:8]2[n:9][c:10](-[c:18]3[cH:19][cH:20][cH:21][cH:22][cH:23]3)[n:11][c:12]3[cH:13][cH:14][cH:15][cH:16][c:17]23)[cH:5][cH:6]1>>[n:1]1[cH:2][cH:3][c:4]([N:7]([c:8]2[n:9][c:10](-[c:18]3[cH:19][cH:20][cH:21][cH:22][cH:23]3)[n:11][c:12]3[cH:13][cH:14][cH:15][cH:16][c:17]23)[CH2:32][c:31]2[cH:30][cH:29][c:28]([O:27][CH3:26])[cH:35][cH:34]2)[cH:5][cH:6]1. The reactants are Cc1noc(-c2ccc(Br)cc2)c1C(O)CSCc1ccccc1, CCOC(=O)C1(c2ccc(B3OC(C)(C)C(C)(C)O3)cc2)CC1. Yields the product CCOC(=O)C1(c2ccc(-c3ccc(-c4onc(C)c4C(O)CSCc4ccccc4)cc3)cc2)CC1. Reaction SMILES: [CH2:1]([c:2]1[cH:3][cH:4][cH:5][cH:6][cH:7]1)[S:8][CH2:9][CH:10]([OH:11])[c:12]1[c:13]([CH3:24])[n:14][o:15][c:16]1-[c:17]1[cH:18][cH:19][c:20]([Br:23])[cH:21][cH:22]1.[CH2:25]([CH3:26])[O:27][C:28](=[O:29])[C:30]1([c:33]2[cH:34][cH:35][c:36]([B:39]3[O:40][C:41]([CH3:42])([CH3:43])[C:44]([CH3:45])([CH3:46])[O:47]3)[cH:37][cH:38]2)[CH2:31][CH2:32]1>>[CH2:1]([c:2]1[cH:3][cH:4][cH:5][cH:6][cH:7]1)[S:8][CH2:9][CH:10]([OH:11])[c:12]1[c:13]([CH3:24])[n:14][o:15][c:16]1-[c:17]1[cH:18][cH:19][c:20](-[c:36]2[cH:35][cH:34][c:33]([C:30]3([C:28]([O:27][CH2:25][CH3:26])=[O:29])[CH2:31][CH2:32]3)[cH:38][cH:37]2)[cH:21][cH:22]1. The reactants are hydrochloride salt, diazonium salt, C(CC(=O)C)(=O)OCC (ethyl acetoacetate), [N+](=O)([O-])C1=CC=C(N)C=C1 (4-nitroaniline), N(=O)[O-].[Na+] (sodium nitrite), C(C)(=O)[O-].[Na+] (sodium acetate). Solvent: O (water), C(C)O (ethanol), ice water, O (water), Cl (hydrochloric acid). Reaction conditions: temperature -2 celsius. Product: C(C)OC(C(C(C)=O)=NNC1=CC=C(C=C1)[N+](=O)[O-])=O (2-[(4-Nitrophenyl)hydrazono]-3-oxo-butanoic acid ethyl ester). Isolated yield 94491.6%. Reaction SMILES: [N+:1]([C:4]1[CH:10]=[CH:9][C:7]([NH2:8])=[CH:6][CH:5]=1)([O-:3])=[O:2].[N:11]([O-])=O.[Na+].[C:15]([O:21][CH2:22][CH3:23])(=[O:20])[CH2:16][C:17]([CH3:19])=[O:18].C([O-])(=O)C.[Na+]>O.Cl.C(O)C>[CH2:22]([O:21][C:15](=[O:20])[C:16](=[N:11][NH:8][C:7]1[CH:9]=[CH:10][C:4]([N+:1]([O-:3])=[O:2])=[CH:5][CH:6]=1)[C:17](=[O:18])[CH3:19])[CH3:23] |f:1.2,4.5|. Reported procedure: A suspension of 4-nitroaniline (41.43 g, 0.3 mmol) in water (150 ml) and 37% hydrochloric acid (75 ml) was heated to dissolution. The cooled suspension of hydrochloride salt was treated with sodium nitrite (20.7 g) at -5° C. at a rate which maintained the reaction temperature at -2° C. The diazonium salt solution was added to a solution of ethyl acetoacetate (39 g, 0.3 mmol) in ethanol (225 ml) and ice water (1.5 L) containing sodium acetate (75 g, 0.9 mmol). The mixture thickened and sufficient... The reactants are CN(CCON1C(=O)c2ccccc2C1=O)C(=O)OC(C)(C)C, CNN, CO, ClCCl. The product is CN(CCON)C(=O)OC(C)(C)C. RXN SMILES: [C:1]([CH3:2])([CH3:3])([CH3:4])[O:5][C:6]([N:7]([CH3:8])[CH2:9][CH2:10][O:11][N:12]1[C:13](=[O:14])[c:15]2[c:16]([cH:17][cH:18][cH:19][cH:20]2)[C:21]1=[O:22])=[O:23].[CH3:24][NH:25][NH2:26].[CH3:30][OH:31].[Cl:27][CH2:28][Cl:29]>>[C:1]([CH3:2])([CH3:3])([CH3:4])[O:5][C:6]([N:7]([CH3:8])[CH2:9][CH2:10][O:11][NH2:12])=[O:23]. The reactants are CCO, [Cl-], [Fe], O=[N+]([O-])c1ccc2c(Br)cncc2c1, [NH4+], [Na+], C1CCOC1, [OH-], O. Product: Nc1ccc2c(Br)cncc2c1. Reaction SMILES: [CH3:24][CH2:25][OH:26].[Cl-:20].[Fe:27].[N+:1]([O-:2])(=[O:3])[c:4]1[cH:5][cH:6][c:7]2[c:8]([Br:14])[cH:9][n:10][cH:11][c:12]2[cH:13]1.[NH4+:21].[Na+:23].[O:15]1[CH2:16][CH2:17][CH2:18][CH2:19]1.[OH-:22].[OH2:28]>>[NH2:1][c:4]1[cH:5][cH:6][c:7]2[c:8]([Br:14])[cH:9][n:10][cH:11][c:12]2[cH:13]1.